Dataset: the Open Reaction Database (ORD), a public repository of structured organic reaction records. Task: describe an organic reaction: reactants, conditions, products, and yield The product is C(C)(C)(C)OC(=O)N1CCC(CC1)OC1=CC(=C(C(=O)O)C=C1)C(F)(F)F (4-(N-tert-butyloxycarbonyl-4-piperidinyloxy)-2-trifluoromethylbenzoic acid). Run in CCO (EtOH). The reactants are C(C)(C)(C)OC(=O)N1CCC(CC1)OC1=CC(=C(C#N)C=C1)C(F)(F)F (4-(N-tert-butyloxycarbonyl-4-piperidinyloxy)-2-trifluoromethylbenzonitrile), [OH-].[Na+] (NaOH), O (Water). RXN SMILES: [C:1]([O:5][C:6]([N:8]1[CH2:13][CH2:12][CH:11]([O:14][C:15]2[CH:22]=[CH:21][C:18]([C:19]#N)=[C:17]([C:23]([F:26])([F:25])[F:24])[CH:16]=2)[CH2:10][CH2:9]1)=[O:7])([CH3:4])([CH3:3])[CH3:2].[OH-:27].[Na+].[OH2:29]>CCO>[C:1]([O:5][C:6]([N:8]1[CH2:13][CH2:12][CH:11]([O:14][C:15]2[CH:22]=[CH:21][C:18]([C:19]([OH:29])=[O:27])=[C:17]([C:23]([F:26])([F:25])[F:24])[CH:16]=2)[CH2:10][CH2:9]1)=[O:7])([CH3:4])([CH3:3])[CH3:2] |f:1.2|. Procedure: To a stirred solution of 4-(N-tert-butyloxy-carbonyl-4-piperidinyloxy)-2-trifluoromethylbenzonitrile (1.5 g, 3.7 mmol) from Step 1 above in EtOH (25 mL) was added aqueous NaOH (2.3 g, 57 mmol in 15 mL of water). The mixture was heated to reflux for 48 h. Water was added (50 mL) and the volume was concentrated under reduced pressure to ~50 mL. The mixture was extracted with CH2Cl2 (2×25 mL) and the aqueous phase was acidified to pH 3 by the addition of 5 N aqueous HCl. The mixture was extracted w...